This data is from the Open Reaction Database (ORD), a public repository of structured organic reaction records. The task is: describe an organic reaction: reactants, conditions, products, and yield Starting materials: FC(CN1CCC(CC1)NC(OC(C)(C)C)=O)(F)F (tert-butyl N-[1-(2,2,2-trifluoroethyl)piperidin-4-yl]carbamate), C(=O)(C(F)(F)F)O (CF3COOH). Solvent: ClCCl (dichloromethane). Reaction conditions: time 8 hour. Product: FC(C(=O)O)(F)F.FC(CN1CCC(CC1)N)(F)F (1-(2,2,2-trifluoroethyl)piperidin-4-amine 2,2,2-trifluoroacetate). As a reaction SMILES: [F:1][C:2]([F:19])([F:18])[CH2:3][N:4]1[CH2:9][CH2:8][CH:7]([NH:10]C(=O)OC(C)(C)C)[CH2:6][CH2:5]1.[C:20]([OH:26])([C:22]([F:25])([F:24])[F:23])=[O:21]>ClCCl>[F:23][C:22]([F:25])([F:24])[C:20]([OH:26])=[O:21].[F:19][C:2]([F:1])([F:18])[CH2:3][N:4]1[CH2:9][CH2:8][CH:7]([NH2:10])[CH2:6][CH2:5]1 |f:3.4|. Reported procedure: Into a 50-mL round-bottom flask, was placed tert-butyl N-[1-(2,2,2-trifluoroethyl)piperidin-4-yl]carbamate (2.0 g, 7.08 mmol, 1.00 equip), dichloromethane (20 mL), and CF3COOH (4 mL). The resulting solution was stirred overnight at room temperature. The resulting mixture was concentrated under vacuum to yield 1-(2,2,2-trifluoroethyl)piperidin-4-amine 2,2,2-trifluoroacetate as a yellow oil. (ES, m/z) 183 [M+H]+ Reactants: FC(C1=CC=C(C=C1)C1NCCC2=CC=CC=C12)(F)F (1-(4-(trifluoromethyl)phenyl)-1,2,3,4-tetrahydroisoquinoline), CCN(C(C)C)C(C)C (DIEA), FC1=CC=C(C=C1)N=C=O (4-fluorophenyl isocyanate). Run in C(Cl)Cl (DCM). Product: FC1=CC=C(C=C1)NC(=O)N1C(C2=CC=CC=C2CC1)C1=CC=C(C=C1)C(F)(F)F (N-(4-Fluorophenyl)-1-(4-(trifluoromethyl)phenyl)-3,4-dihydroisoquinoline-2(1H)-carboxamide). RXN SMILES: [F:1][C:2]([F:20])([F:19])[C:3]1[CH:8]=[CH:7][C:6]([CH:9]2[C:18]3[C:13](=[CH:14][CH:15]=[CH:16][CH:17]=3)[CH2:12][CH2:11][NH:10]2)=[CH:5][CH:4]=1.CCN(C(C)C)C(C)C.[F:30][C:31]1[CH:36]=[CH:35][C:34]([N:37]=[C:38]=[O:39])=[CH:33][CH:32]=1>C(Cl)Cl>[F:30][C:31]1[CH:36]=[CH:35][C:34]([NH:37][C:38]([N:10]2[CH2:11][CH2:12][C:13]3[C:18](=[CH:17][CH:16]=[CH:15][CH:14]=3)[CH:9]2[C:6]2[CH:5]=[CH:4][C:3]([C:2]([F:1])([F:19])[F:20])=[CH:8][CH:7]=2)=[O:39])=[CH:33][CH:32]=1. Reported procedure: To a solution of 1-(4-(trifluoromethyl)phenyl)-1,2,3,4-tetrahydroisoquinoline (100 mg, 0.36 mmol, example 9 (step 3) and DIEA (62.8 μL, 0.36 mmol) in DCM (2 mL) was added 4-fluorophenyl isocyanate (40.5 μL, 0.36 mmol). The resulting mixture was reacted under the same conditions as described for example 10 to give the title compound as a white solid. MS (ESI, positive ion) m/z: 415 (M+H). The reactants are C(CC)N1C=NC=2N=C(N(C2C1=O)COCC[Si](C)(C)C)C=1C=NNC1 (1-Propyl-8-(1H-pyrazol-4-yl)-7-(2-trimethylsilanyl-ethoxymethyl)-1,7-dihydro-purin-6-one), BrCC=1C=NC=CC1 (3-Bromomethylpyridine), C(=O)([O-])[O-].[K+].[K+] (K2CO3). Run in CN(C)C=O (DMF). Conditions: temperature 60 celsius, time 2 hour. Product: C(CC)N1C=NC=2N=C(N(C2C1=O)COCC[Si](C)(C)C)C=1C=NN(C1)CC=1C=NC=CC1 (1-Propyl-8-(1-pyridin-3-ylmethyl-1H-pyrazol-4-yl)-7-(2-trimethylsilanyl-ethoxymethyl)-1,7-dihydro-purin-6-one). Isolated yield 8.6%. As a reaction SMILES: [CH2:1]([N:4]1[C:12](=[O:13])[C:11]2[N:10]([CH2:14][O:15][CH2:16][CH2:17][Si:18]([CH3:21])([CH3:20])[CH3:19])[C:9]([C:22]3[CH:23]=[N:24][NH:25][CH:26]=3)=[N:8][C:7]=2[N:6]=[CH:5]1)[CH2:2][CH3:3].Br[CH2:28][C:29]1[CH:30]=[N:31][CH:32]=[CH:33][CH:34]=1.C([O-])([O-])=O.[K+].[K+]>CN(C=O)C>[CH2:1]([N:4]1[C:12](=[O:13])[C:11]2[N:10]([CH2:14][O:15][CH2:16][CH2:17][Si:18]([CH3:20])([CH3:21])[CH3:19])[C:9]([C:22]3[CH:23]=[N:24][N:25]([CH2:28][C:29]4[CH:30]=[N:31][CH:32]=[CH:33][CH:34]=4)[CH:26]=3)=[N:8][C:7]=2[N:6]=[CH:5]1)[CH2:2][CH3:3] |f:2.3.4|. Procedure: A mixture of 1-Propyl-8-(1H-pyrazol-4-yl)-7-(2-trimethylsilanyl-ethoxymethyl)-1,7-dihydro-purin-6-one (100 mg, 0.2 mmol), 3-Bromomethylpyridine (55 mg, 0.3 mmol), K2CO3 (50 mg, 0.3 mmol) and DMF were stirred at 60° C. for 2 hours. Organic volatiles were evaporated and purified to obtain pure 1-Propyl-8-(1-pyridin-3-ylmethyl-1H-pyrazol-4-yl)-7-(2-trimethylsilanyl-ethoxymethyl)-1,7-dihydro-purin-6-one (8 mg, 6%) as an colourless oil. Starting materials: O=C(CBr)c1ccccc1, COC(=O)CC#N, CCN(C(C)C)C(C)C, C1CCOC1. Yields the product COC(=O)C(C#N)CC(=O)c1ccccc1. As a reaction SMILES: [Br:17][CH2:18][C:19](=[O:20])[c:21]1[cH:22][cH:23][cH:24][cH:25][cH:26]1.[CH3:1][O:2][C:3](=[O:4])[CH2:5][C:6]#[N:7].[CH:8]([N:9]([CH:10]([CH3:11])[CH3:12])[CH2:13][CH3:14])([CH3:15])[CH3:16].[O:27]1[CH2:28][CH2:29][CH2:30][CH2:31]1>>[CH3:1][O:2][C:3](=[O:4])[CH:5]([C:6]#[N:7])[CH2:18][C:19](=[O:20])[c:21]1[cH:22][cH:23][cH:24][cH:25][cH:26]1. Reactants: COC(CNC(C1=C(C=CC=C1)Cl)=O)=O ((2-chloro-benzoylamino)-acetic acid methyl ester), O.[OH-].[Li+] (lithium hydroxide hydrate). Run in CO (methanol), O (water). Reaction conditions: time 1 hour. Product: ClC1=C(C(=O)NCC(=O)O)C=CC=C1 ((2-chloro-benzoylamino)-acetic acid). Reaction SMILES: C[O:2][C:3](=[O:15])[CH2:4][NH:5][C:6](=[O:14])[C:7]1[CH:12]=[CH:11][CH:10]=[CH:9][C:8]=1[Cl:13].O.[OH-].[Li+]>CO.O>[Cl:13][C:8]1[CH:9]=[CH:10][CH:11]=[CH:12][C:7]=1[C:6]([NH:5][CH2:4][C:3]([OH:15])=[O:2])=[O:14] |f:1.2.3|. Procedure details: To a solution of above (2-chloro-benzoylamino)-acetic acid methyl ester (6 g, 26 mmol) in 30 mL of methanol, was added three equivalents of lithium hydroxide hydrate in 10 mL of water. The solution was stirred at room temperature for 1 hour, concentrated and mixed with water. Citric acid was added until pH of the solution was adjusted to pH 2-3. The mixture was extracted with ethyl acetate and the organic layer was washed with water and brine, dried over MgSO4, filtered and concentrated to dryne...